Dataset: the Open Reaction Database (ORD), a public repository of structured organic reaction records. Task: describe an organic reaction: reactants, conditions, products, and yield Reactants: O=C1CCC1, C1CCOC1, Cc1ccc(C)n1C1C=CC(C(=O)OCc2ccccc2)C1, CC(C)[N-]C(C)C, [Li+]. The product is Cc1ccc(C)n1C1C=CC(C(=O)OCc2ccccc2)(C2(O)CCC2)C1. Reaction SMILES: [C:31]1(=[O:35])[CH2:32][CH2:33][CH2:34]1.[CH2:36]1[O:37][CH2:38][CH2:39][CH2:40]1.[CH3:1][c:2]1[n:3]([CH:8]2[CH:9]=[CH:10][CH:11]([C:13](=[O:14])[O:15][CH2:16][c:17]3[cH:18][cH:19][cH:20][cH:21][cH:22]3)[CH2:12]2)[c:4]([CH3:7])[cH:5][cH:6]1.[CH3:24][CH:25]([N-:26][CH:27]([CH3:28])[CH3:29])[CH3:30].[Li+:23]>>[CH3:1][c:2]1[n:3]([CH:8]2[CH:9]=[CH:10][C:11]([C:13](=[O:14])[O:15][CH2:16][c:17]3[cH:18][cH:19][cH:20][cH:21][cH:22]3)([C:31]3([OH:35])[CH2:32][CH2:33][CH2:34]3)[CH2:12]2)[c:4]([CH3:7])[cH:5][cH:6]1.